describe an organic reaction: reactants, conditions, products, and yield From a dataset of the Open Reaction Database (ORD), a public repository of structured organic reaction records. The reactants are C([C@H](O)C1=CC=CC=C1)(=O)O ((R)-(−)-mandelic acid), NC(CC(=O)OC)CC1=C(C=C(C(=C1)F)F)F (methyl(3RS)-3-amino-4-(2,4,5-trifluorophenyl)butanoate), O (water). Procedure: The methyl(3RS)-3-amino-4-(2,4,5-trifluorophenyl)butanoate (260 gm, 1.05 mol) (29) was charged in isopropanol (6.0 vol, 1.56 Ltr) at 25-30° C. and the reaction mixture was stirred for 15 minutes to give a clear solution. After 15 minutes stirring, controlled addition of a solution of (R)-(−)-mandelic acid [2.0 eq, 320 gm in 6.0 vol, 1.56 Ltr of isopropanol] was carried out. After completion of the addition, the reaction mixture was stirred at 25-30° C. for 3 hours to give enantiomerically enrich... Product: C([C@H](O)C1=CC=CC=C1)(=O)O.N[C@@H](CC(=O)OC)CC1=C(C=C(C(=C1)F)F)F (Methyl(3R)-3-amino-4-(2,4,5-trifluorophenyl)butanoate (R)-(−)-mandelate). RXN SMILES: [NH2:1][CH:2]([CH2:8][C:9]1[CH:14]=[C:13]([F:15])[C:12]([F:16])=[CH:11][C:10]=1[F:17])[CH2:3][C:4]([O:6][CH3:7])=[O:5].[C:18]([OH:28])(=[O:27])[C@@H:19]([C:21]1[CH:26]=[CH:25][CH:24]=[CH:23][CH:22]=1)[OH:20].O>C(O)(C)C>[C:18]([OH:28])(=[O:27])[C@@H:19]([C:21]1[CH:26]=[CH:25][CH:24]=[CH:23][CH:22]=1)[OH:20].[NH2:1][C@H:2]([CH2:8][C:9]1[CH:14]=[C:13]([F:15])[C:12]([F:16])=[CH:11][C:10]=1[F:17])[CH2:3][C:4]([O:6][CH3:7])=[O:5] |f:4.5|. Run at temperature 77.5 celsius, time 15 minute. The solvent is C(C)(C)O (isopropanol). The yield is 80.0%. Reactants: O (Water), CC1=NOC(=C1C)NC(OCC(Cl)(Cl)Cl)=O (2,2,2-trichloroethyl (3,4-dimethylisoxazol-5-yl)carbamate), S1C(=CC=C1)C1=NSC(=N1)N1CCNCC1 (1-[3-(2-thienyl)-1,2,4-thiadiazol-5-yl]piperazine), C(C)(C)N(CC)C(C)C (diisopropylethylamine). Run in CS(=O)C (dimethylsulfoxide). Conditions: temperature 70 celsius, time 3.5 hour. Yields the product CC1=NOC(=C1C)NC(=O)N1CCN(CC1)C1=NC(=NS1)C=1SC=CC1 (N-(3,4-Dimethylisoxazol-5-yl)-4-[3-(2-thienyl)-1,2,4-thiadiazol-5-yl]piperazine-1-carboxamide). Isolated yield 34.2%. Reaction SMILES: [CH3:1][C:2]1[C:6]([CH3:7])=[C:5]([NH:8][C:9](=[O:16])OCC(Cl)(Cl)Cl)[O:4][N:3]=1.[S:17]1[CH:21]=[CH:20][CH:19]=[C:18]1[C:22]1[N:26]=[C:25]([N:27]2[CH2:32][CH2:31][NH:30][CH2:29][CH2:28]2)[S:24][N:23]=1.C(N(C(C)C)CC)(C)C.O>CS(C)=O>[CH3:1][C:2]1[C:6]([CH3:7])=[C:5]([NH:8][C:9]([N:30]2[CH2:29][CH2:28][N:27]([C:25]3[S:24][N:23]=[C:22]([C:18]4[S:17][CH:21]=[CH:20][CH:19]=4)[N:26]=3)[CH2:32][CH2:31]2)=[O:16])[O:4][N:3]=1. Reported procedure: A mixture of 2,2,2-trichloroethyl (3,4-dimethylisoxazol-5-yl)carbamate (251 mg, 0.872 mmol), 1-[3-(2-thienyl)-1,2,4-thiadiazol-5-yl]piperazine (200 mg, 0.793 mmol) and diisopropylethylamine (0.152 ml, 0.872 mmol) in dimethylsulfoxide (2.5 ml) was stirred at 70° C. for 3.5 hours. Water was poured into the reaction solution, and the mixture was extracted with ethyl acetate. The extract was washed with water and dried over anhydrous magnesium sulfate, and the solvent was distilled off under reduced... Reactants: COCCCC1CNCCN1, Cc1ccccc1, CS(C)=O, CCN(C(C)C)C(C)C, Cl, NC1=Nc2ccc(F)cc2Nc2ccc(C(F)(F)F)cc21. Product: COCCCC1CN(C2=Nc3ccc(F)cc3Nc3ccc(C(F)(F)F)cc32)CCN1. Reaction SMILES: [CH3:23][O:24][CH2:25][CH2:26][CH2:27][CH:28]1[NH:29][CH2:30][CH2:31][NH:32][CH2:33]1.[CH3:43][c:44]1[cH:45][cH:46][cH:47][cH:48][cH:49]1.[CH3:50][S:51]([CH3:52])=[O:53].[CH:34]([N:35]([CH:36]([CH3:37])[CH3:38])[CH2:39][CH3:40])([CH3:41])[CH3:42].[ClH:1].[F:2][c:3]1[cH:4][c:5]2[c:6]([cH:21][cH:22]1)[N:7]=[C:8]([NH2:20])[c:9]1[c:10]([cH:12][cH:13][c:14]([C:16]([F:17])([F:18])[F:19])[cH:15]1)[NH:11]2>>[F:2][c:3]1[cH:4][c:5]2[c:6]([cH:21][cH:22]1)[N:7]=[C:8]([N:20]1[CH2:31][CH2:30][NH:29][CH:28]([CH2:27][CH2:26][CH2:25][O:24][CH3:23])[CH2:33]1)[c:9]1[c:10]([cH:12][cH:13][c:14]([C:16]([F:17])([F:18])[F:19])[cH:15]1)[NH:11]2. The reactants are 187, C=1C=CC(=CC1)/C=C/CO (cinnamic alcohol), CC(=CC=O)C (3,3-dimethylacrolein), C1(=CC=CC=C1)C (toluene), steel. The solvent is C(C)(=O)O (acetic acid). Reaction conditions: time 6 hour. Yields the product CC(=CC=O)CCC=CC1=CC=CC=C1 (3-methyl-7-phenyl-2,6-heptadien-1-al). Yield: 81.0%. Reaction SMILES: [CH:1]1[CH:2]=[CH:3][C:4](/[CH:7]=[CH:8]/[CH2:9]O)=[CH:5][CH:6]=1.[CH3:11][C:12]([CH3:16])=[CH:13][CH:14]=[O:15].C1(C)C=CC=CC=1>C(O)(=O)C>[CH3:11][C:12]([CH2:16][CH2:9][CH:8]=[CH:7][C:4]1[CH:5]=[CH:6][CH:1]=[CH:2][CH:3]=1)=[CH:13][CH:14]=[O:15]. Procedure: A mixture of 187 parts of cinnamic alcohol, 360 parts of 3,3-dimethylacrolein and 550 parts of toluene is heated with 33 parts of glacial acetic acid in a V4A steel stirred vessel having a capacity of 5 l lites for six hours at 140° C at a pressure of 2 atmospheres, the water forming being continuously removed as an azeotropic mixture with toluene. The product is distilled. 149 parts of 3-methyl-7-phenyl-2,6-heptadien-1-al is obtained having a boiling point of 118° to 120° C at 10-3 mm. The yiel... Starting materials: OCCC1=NC=CC=C1 (2-(2-hydroxyethyl)pyridine), C1CCC2=NCCCN2CC1 (DBU), O1C(=CC=C1)C1=NC(=NC(=C1)S(=O)C)N (4-furan-2-yl-6-methanesulfinyl-pyrimidin-2-yl-amine). Solvent: COCCOC (DME). Conditions: temperature 100 celsius. Product: O1C(=CC=C1)C1=NC(=NC(=C1)OCCC1=NC=CC=C1)N (4-furan-2-yl-6-(2-pyridin-2-yl-ethoxy)-pyrimidin-2-ylamine). Isolated yield 34.8%. Reaction SMILES: [O:1]1[CH:5]=[CH:4][CH:3]=[C:2]1[C:6]1[CH:11]=[C:10](S(C)=O)[N:9]=[C:8]([NH2:15])[N:7]=1.[OH:16][CH2:17][CH2:18][C:19]1[CH:24]=[CH:23][CH:22]=[CH:21][N:20]=1.C1CCN2C(=NCCC2)CC1>COCCOC>[O:1]1[CH:5]=[CH:4][CH:3]=[C:2]1[C:6]1[CH:11]=[C:10]([O:16][CH2:17][CH2:18][C:19]2[CH:24]=[CH:23][CH:22]=[CH:21][N:20]=2)[N:9]=[C:8]([NH2:15])[N:7]=1. Procedure details: To a stirred suspension of 500 mg (2.24 mmol) 4-furan-2-yl-6-methanesulfinyl-pyrimidin-2-yl-amine in 20 ml DME was added 0.50 ml (4.48 mmol) 2-(2-hydroxyethyl)pyridine and 0.84 ml (5.60 mmol) DBU and the mixture heated at 100° C. for 72 hours. The reaction mixture was then cooled to room temperature and partitioned between water and dichloromethane. The organic phase was dried over sodium sulfate and concentrated in vacuo. Chromatography (ethyl acetate) followed by trituration in ether afforded ... Reactants: ClC1=NC=C(C=C1Cl)COC (2,3-dichloro-5-(methoxymethyl)pyridine), ClC1=NC=C(C=C1Cl)COC (2,3-dichloro-5-(methoxymethyl)pyridine), C1(=CC=CC=C1)P(CCCCP(C1=CC=CC=C1)C1=CC=CC=C1)C1=CC=CC=C1 (1,4-bis(diphenylphosphino)butane), C(C)(=O)[O-].[Na+] (sodium acetate), ClC1=NC=C(C=C1Cl)COC (2,3-dichloro-5-(methoxymethyl)pyridine). The reagents and catalysts are Cl[Pd]([P](C1=CC=CC=C1)(C2=CC=CC=C2)C3=CC=CC=C3)([P](C4=CC=CC=C4)(C5=CC=CC=C5)C6=CC=CC=C6)Cl (bis(triphenylphosphine)palladium(II) chloride). The solvent is CO (methanol). Run at temperature 165 celsius, time 6 hour. The product is ClC=1C(=NC=C(C1)COC)C(=O)OC (methyl 3-chloro-5-(methoxymethyl)-2-pyridinecarboxylate). Reaction SMILES: Cl[C:2]1[C:7]([Cl:8])=[CH:6][C:5]([CH2:9][O:10][CH3:11])=[CH:4][N:3]=1.[C:12]1(P(C2C=CC=CC=2)CCCCP(C2C=CC=CC=2)C2C=CC=CC=2)C=CC=CC=1.[C:42]([O-:45])(=[O:44])C.[Na+]>Cl[Pd](Cl)([P](C1C=CC=CC=1)(C1C=CC=CC=1)C1C=CC=CC=1)[P](C1C=CC=CC=1)(C1C=CC=CC=1)C1C=CC=CC=1.CO>[Cl:8][C:7]1[C:2]([C:42]([O:45][CH3:12])=[O:44])=[N:3][CH:4]=[C:5]([CH2:9][O:10][CH3:11])[CH:6]=1 |f:2.3,^1:49,68|. Procedure details: An autoclave was charged with 1.16 g (5.6 mmol) of 2,3-dichloro-5-(methoxymethyl)pyridine, 72 mg of 1,4-bis(diphenylphosphino)butane [3 mol percent based on the 2,3-dichloro-5-(methoxymethyl)pyridine], 8 mg of bis(triphenylphosphine)palladium(II) chloride [0.2 mol percent based on the 2,3-dichloro-5-(methoxymethyl)pyridine], 1.39 g (17 mmol) of sodium acetate and 16 ml of methanol. The autoclave is repeatedly flushed with carbon monoxide to replace the air by carbon monoxide. A carbon monoxide p... Solvent: O1CCCC1 (tetrahydrofuran), C(C)O (ethanol). RXN SMILES: [CH2:1]([O:3][C:4]([C:6]1[CH:15]=[C:14](OC2N(C3C=CC=CC=3)N=NN=2)[C:13]2[C:8](=[CH:9][CH:10]=[CH:11][C:12]=2[O:28][CH3:29])[C:7]=1[CH2:30][CH2:31][CH2:32][CH3:33])=[O:5])[CH3:2].[H][H]>O1CCCC1.C(O)C.[Pd]>[CH2:1]([O:3][C:4]([C:6]1[CH:15]=[CH:14][C:13]2[C:8](=[CH:9][CH:10]=[CH:11][C:12]=2[O:28][CH3:29])[C:7]=1[CH2:30][CH2:31][CH2:32][CH3:33])=[O:5])[CH3:2]. Starting materials: C(C)OC(=O)C1=C(C2=CC=CC(=C2C(=C1)OC1=NN=NN1C1=CC=CC=C1)OC)CCCC (1-butyl-5-methoxy-4-[(1-phenyl-1H-tetrazole-5-yl)oxy]-2-naphthalenecarboxylic acid ethyl ester), [H][H] (hydrogen). Reported procedure: A solution of 1-butyl-5-methoxy-4-[(1-phenyl-1H-tetrazole-5-yl)oxy]-2-naphthalenecarboxylic acid ethyl ester in a mixture of tetrahydrofuran (25 mL) and ethanol (75 mL) was hydrogenated over 10% palladium on carbon (1.3 g) at 50° C. and three atmospheres. After the uptake of hydrogen had stopped, the catalyst was removed by filtration and the filtrate was concentrated to dryness. The resulting material was dissolved in diethyl ether (150 mL) and the solution extracted with 1N sodium hydroxide (2... Yields the product C(C)OC(=O)C1=C(C2=CC=CC(=C2C=C1)OC)CCCC (1-butyl-5-methoxy-2-naphthalenecarboxylic acid ethyl ester). The reagents and catalysts are [Pd] (palladium on carbon). Reactants: C(C)OC1=NOC(=C1C)C(=O)N (3-ethoxy-4-methylisoxazole-5-carboxamide), COC(N(C)C)OC (N,N-dimethylformamide dimethyl acetal). Product: CN(C)C=NC(=O)C1=C(C(=NO1)OCC)C (N-[(Dimethylamino)methylidene]-3-ethoxy-4-methylisoxazole-5-carboxamide). As a reaction SMILES: [CH2:1]([O:3][C:4]1[C:8]([CH3:9])=[C:7]([C:10]([NH2:12])=[O:11])[O:6][N:5]=1)[CH3:2].CO[CH:15](OC)[N:16]([CH3:18])[CH3:17]>>[CH3:15][N:16]([CH:18]=[N:12][C:10]([C:7]1[O:6][N:5]=[C:4]([O:3][CH2:1][CH3:2])[C:8]=1[CH3:9])=[O:11])[CH3:17]. Procedure details: A solution of 3-ethoxy-4-methylisoxazole-5-carboxamide (3.5 g, 21 mmol) in N,N-dimethylformamide dimethyl acetal (15 mL) was stirred at 120° C. for 15 min. After being cooled, the title compound was collected as a colourless crystals (4.2 g, 91%). The reactants are CCCCOc1nc(N)c2nc(OC)n(CCCC3CCCCN3)c2n1, CCCC(C)Oc1nc(N)c2nc(OC)n(CC3CCN(C(=O)OCc4ccccc4)CC3)c2n1. Yields the product CCCC(C)Oc1nc(N)c2nc(OC)n(CC3CCNCC3)c2n1. As a reaction SMILES: [CH2:1]([O:2][c:3]1[n:4][c:5]2[c:6]([n:7][c:8]([O:9][CH3:10])[n:11]2[CH2:12][CH2:13][CH2:14][CH:15]2[CH2:16][CH2:17][CH2:18][CH2:19][NH:20]2)[c:21]([NH2:22])[n:23]1)[CH2:24][CH2:25][CH3:26].[NH2:27][c:28]1[c:29]2[n:30][c:31]([O:60][CH3:61])[n:32]([CH2:43][CH:44]3[CH2:45][CH2:46][N:47]([C:50]([O:51][CH2:52][c:53]4[cH:54][cH:55][cH:56][cH:57][cH:58]4)=[O:59])[CH2:48][CH2:49]3)[c:33]2[n:34][c:35]([O:37][CH:38]([CH2:39][CH2:40][CH3:41])[CH3:42])[n:36]1>>[NH2:27][c:28]1[c:29]2[n:30][c:31]([O:60][CH3:61])[n:32]([CH2:43][CH:44]3[CH2:45][CH2:46][NH:47][CH2:48][CH2:49]3)[c:33]2[n:34][c:35]([O:37][CH:38]([CH2:39][CH2:40][CH3:41])[CH3:42])[n:36]1.